describe an organic reaction: reactants, conditions, products, and yield From a dataset of the Open Reaction Database (ORD), a public repository of structured organic reaction records. Starting materials: N1=CC=C(C2=CC=CC=C12)CC(C(=O)OCC)=C (ethyl 2-(4-quinolylmethyl)acrylate), C(C)S (ethylmercaptan), CC(C)([O-])C.[K+] (potassium tert-butoxide). The solvent is C(C)(=O)OCC (ethyl acetate). Conditions: time 2 hour. Yields the product C(C)SCC(C(=O)O)CC1=CC=NC2=CC=CC=C12 (3-Ethylthio-2-(4-quinolylmethyl)propionic acid). Yield: 85.0%. Reaction SMILES: [N:1]1[C:10]2[C:5](=[CH:6][CH:7]=[CH:8][CH:9]=2)[C:4]([CH2:11][C:12](=[CH2:18])[C:13]([O:15]CC)=[O:14])=[CH:3][CH:2]=1.CC(C)([O-])C.[K+].[CH2:25]([SH:27])[CH3:26]>C(OCC)(=O)C>[CH2:25]([S:27][CH2:18][CH:12]([CH2:11][C:4]1[C:5]2[C:10](=[CH:9][CH:8]=[CH:7][CH:6]=2)[N:1]=[CH:2][CH:3]=1)[C:13]([OH:15])=[O:14])[CH3:26] |f:1.2|. Procedure details: 597 mg of ethyl 2-(4-quinolylmethyl)acrylate was dissolved in 3 ml of ethylmercaptan. Then, 50 mg of potassium tert-butoxide was added thereto, and the mixture was stirred at room temperature for two hours. Then, the reaction solution was diluted with 60 ml of ethyl acetate and washed with 40 ml of water and then with 40 ml of a saturated sodium chloride aqueous solution. The organic layer was separated, dried over anhydrous magnesium sulfate and then concentrated under reduced pressure. The res... Reactants: BrCCCCl (1-bromo-3-chloropropane), Cl[SiH](Cl)Cl (trichlorosilane). Reagents/catalysts: [Cl-].C(CCC)[P+](CCCC)(CCCC)CCCC (tetrabutylphosphonium chloride). Product: Cl[Si](CCC[Si](Cl)(Cl)Cl)(Cl)Cl (1,3-bis(trichlorosily)propane), 3-(chloropropyl)trichlorosilane. Yield: 10.0%. RXN SMILES: Br[CH2:2][CH2:3][CH2:4]Cl.[Cl:6][SiH:7]([Cl:9])[Cl:8]>[Cl-].C([P+](CCCC)(CCCC)CCCC)CCC>[Cl:6][Si:7]([Cl:9])([Cl:8])[CH2:2][CH2:3][CH2:4][Si:7]([Cl:9])([Cl:8])[Cl:6] |f:2.3|. Procedure: In the same apparatus and procedure as Example 1 above, 0.44 g (1.50 mmol) of tetrabutylphosphonium chloride, 1.18 g (7.50 mmol) of 1-bromo-3-chloropropane, and 10.16 g (75.0 mmol) of trichlorosilane were reacted at 150° C. for 4 hrs. The resulting mixture was distilled to give 1.21 g of 1,3-bis(trichlorosily)propane (yield; 52%), 0.17 g of 3-(bromopropyl)trichlorosilane (yield; 9%), and 0.16 g of 3-(chloropropyl)trichlorosilane (yield; 10%). The reactants are COCCOC, O=c1[nH]c(-c2ccc(Cl)cc2Cl)cn2nc(CO)cc12, ClCCl, CN(C)C=O, O. Product: O=Cc1cc2c(=O)[nH]c(-c3ccc(Cl)cc3Cl)cn2n1. As a reaction SMILES: [CH3:22][O:23][CH2:24][CH2:25][O:26][CH3:27].[Cl:1][c:2]1[c:3](-[c:9]2[nH:10][c:11](=[O:20])[c:12]3[n:13]([cH:14]2)[n:15][c:16]([CH2:18][OH:19])[cH:17]3)[cH:4][cH:5][c:6]([Cl:8])[cH:7]1.[Cl:33][CH2:34][Cl:35].[O:28]=[CH:29][N:30]([CH3:31])[CH3:32].[OH2:21]>>[Cl:1][c:2]1[c:3](-[c:9]2[nH:10][c:11](=[O:20])[c:12]3[n:13]([cH:14]2)[n:15][c:16]([CH:18]=[O:19])[cH:17]3)[cH:4][cH:5][c:6]([Cl:8])[cH:7]1. Starting materials: [N+](=O)([O-])C1=C(C2=CC=CC=C2C(=C1)[N+](=O)[O-])Cl (2,4 dinitro-1-chloronaphthalene), C(C)OP(OCC)(=O)CN (aminomethanephosphonic acid diethyl ester), C1(=CC=CC=C1)CC1=CC=CC=C1 (diphenylmethane). Run in C(Cl)Cl (methylene chloride). Yields the product C(C)OP(OCC)(=O)CNC1=C(C=C(C2=CC=CC=C12)[N+](=O)[O-])[N+](=O)[O-] ((2,4 Dinitro-1-naphthylamino)-methanephosphonic acid diethyl ester). Yield: 68.0%. Reaction SMILES: [N+:1]([C:4]1[CH:13]=[C:12]([N+:14]([O-:16])=[O:15])[C:11]2[C:6](=[CH:7][CH:8]=[CH:9][CH:10]=2)[C:5]=1Cl)([O-:3])=[O:2].C1(CC2C=CC=CC=2)C=CC=CC=1.[CH2:31]([O:33][P:34]([CH2:39][NH2:40])(=[O:38])[O:35][CH2:36][CH3:37])[CH3:32]>C(Cl)Cl>[CH2:31]([O:33][P:34]([CH2:39][NH:40][C:5]1[C:6]2[C:11](=[CH:10][CH:9]=[CH:8][CH:7]=2)[C:12]([N+:14]([O-:16])=[O:15])=[CH:13][C:4]=1[N+:1]([O-:3])=[O:2])(=[O:38])[O:35][CH2:36][CH3:37])[CH3:32]. Procedure details: 4 g of 2,4 dinitro-1-chloronaphthalene (15.84 mmol) is dissolved in 6.5 g of aminomethanephosphonic acid diethyl ester and 4 g of diphenylmethane and stirred for 72 hours at room temperature. The batch is diluted with methylene chloride, washed with 1N NaOH and washed twice with brine, dried and spun in. The crude product is chromatographed on silica gel with 3.5 liters of cyclohexane and ethyl acetate 1:1 as mobile solvent. 68% of product is obtained in several fractions as viscous oil. NMR (DM... Isolated yield 57.6%. Reactants: ClC1=CC(=C(C=C1)NS(=O)(=O)C(F)(F)F)C=O (N-(4-chloro-2-formylphenyl)trifluoromethanesulfonamide), Cl.FC(C1=C(CON)C=CC(=C1)C(F)(F)F)(F)F (O-(2,4-bistrifluoromethylbenzyl)hydroxylamine hydrochloride), CC(=O)[O-].[Na+] (NaOAc). As a reaction SMILES: [Cl:1][C:2]1[CH:7]=[CH:6][C:5]([NH:8][S:9]([C:12]([F:15])([F:14])[F:13])(=[O:11])=[O:10])=[C:4]([CH:16]=O)[CH:3]=1.Cl.[F:19][C:20]([F:35])([F:34])[C:21]1[CH:29]=[C:28]([C:30]([F:33])([F:32])[F:31])[CH:27]=[CH:26][C:22]=1[CH2:23][O:24][NH2:25].CC([O-])=O.[Na+]>CCO>[F:19][C:20]([F:34])([F:35])[C:21]1[CH:29]=[C:28]([C:30]([F:33])([F:31])[F:32])[CH:27]=[CH:26][C:22]=1[CH2:23][O:24][N:25]=[CH:16][C:4]1[CH:3]=[C:2]([Cl:1])[CH:7]=[CH:6][C:5]=1[NH:8][S:9]([C:12]([F:13])([F:14])[F:15])(=[O:10])=[O:11] |f:1.2,3.4|. Yields the product FC(C1=C(CON=CC2=C(C=CC(=C2)Cl)NS(=O)(=O)C(F)(F)F)C=CC(=C1)C(F)(F)F)(F)F (N-{2-[(2,4-bistrifluoromethylbenzyloxyimino)methyl]-4-chlorophenyl}-trifluoromethanesulfonamide). Run in CCO (EtOH). Procedure: A solution of N-(4-chloro-2-formylphenyl)trifluoromethanesulfonamide 24 (180 mg, 0.63 mmol), O-(2,4-bistrifluoromethylbenzyl)hydroxylamine hydrochloride (342 mg, 1.16 mmol) and anhydrous NaOAc (141 mg, 1.72 mmol) in EtOH (10 mL) was stirred for 15 hours at RT. The reaction mixture was concentrated under vacuum and the residue filtered through a pad of silica (eluting with CHCl3). Purification by radial thin layer chromatography (eluting with CH2Cl2/PE, 1:9 to 3:7) afforded N-{2-[(2,4-bistrifluor... The reactants are ClC1=NC(=CN=C1)Cl (2,6-dichloropyrazine), crude product, C1(CCCC2=CC=CC=C12)O (1,2,3,4-tetrahydro-1-naphthol), [H-].[Na+] (NaH). RXN SMILES: Cl[C:2]1[CH:7]=[N:6][CH:5]=[C:4]([Cl:8])[N:3]=1.[CH:9]1([OH:19])[C:18]2[C:13](=[CH:14][CH:15]=[CH:16][CH:17]=2)[CH2:12][CH2:11][CH2:10]1.[H-].[Na+]>>[Cl:8][C:4]1[CH:5]=[N:6][CH:7]=[C:2]([O:19][CH:9]2[C:18]3[C:13](=[CH:14][CH:15]=[CH:16][CH:17]=3)[CH2:12][CH2:11][CH2:10]2)[N:3]=1 |f:2.3|. Reported procedure: The title compound was prepared according to the procedure of example 4, step 1 starting from 2,6-dichloropyrazine (444 mg, 3.00 mmol) and 1,2,3,4-tetrahydro-1-naphthol (488 mg, 3.30 mmol) and NaH (55% in oil, 144 mg, 3.30 mmol). The crude product (0.86 g) was used directly in the next step. MS m/z 261 (M+H)+. Product: ClC1=NC(=CN=C1)OC1CCCC2=CC=CC=C12 (2-Chloro-6-(1,2,3,4-tetrahydro-1-naphthalenyloxy)pyrazine).